The task is: describe an organic reaction: reactants, conditions, products, and yield. This data is from the Open Reaction Database (ORD), a public repository of structured organic reaction records. Reactants: Cl.CN(CCCN=C=NCC)C (N-[3-(dimethylamino)propyl]-N′-ethylcarbodiimide hydrochloride), FC1=CC=C(N)C=C1 (4-fluoroaniline), [Na] (sodium), CC1CN(CCO1)C=1N=C(NC(C1)=O)CC(=O)O ([4-(2-methylmorpholin-4-yl)-6-oxo-1,6-dihydropyrimidin-2-yl]acetic acid). Solvent: CN(C=O)C (N,N-dimethylformamide), N1=CC=CC=C1 (pyridine). Reaction conditions: time 24 hour. Product: FC1=CC=C(C=C1)NC(CC=1NC(C=C(N1)N1CC(OCC1)C)=O)=O (N-(4-fluorophenyl)-2-[4-(2-methylmorpholin-4-yl)-6-oxo-1,6-dihydropyrimidin-2-yl]acetamide). Reaction SMILES: Cl.CN(C)CCCN=C=NCC.[F:13][C:14]1[CH:20]=[CH:19][C:17]([NH2:18])=[CH:16][CH:15]=1.[Na].[CH3:22][CH:23]1[O:28][CH2:27][CH2:26][N:25]([C:29]2[N:30]=[C:31]([CH2:36][C:37](O)=[O:38])[NH:32][C:33](=[O:35])[CH:34]=2)[CH2:24]1>CN(C)C=O.N1C=CC=CC=1>[F:13][C:14]1[CH:20]=[CH:19][C:17]([NH:18][C:37](=[O:38])[CH2:36][C:31]2[NH:32][C:33](=[O:35])[CH:34]=[C:29]([N:25]3[CH2:26][CH2:27][O:28][CH:23]([CH3:22])[CH2:24]3)[N:30]=2)=[CH:16][CH:15]=1 |f:0.1,^1:20|. Reported procedure: 1.46 g of N-[3-(dimethylamino)propyl]-N′-ethylcarbodiimide hydrochloride, 6.7 ml of pyridine and 0.7 ml of 4-fluoroaniline are added to a solution of 700 mg of sodium salt of [4-(2-methylmorpholin-4-yl)-6-oxo-1,6-dihydropyrimidin-2-yl]acetic acid in 6.7 ml of N,N-dimethylformamide. The reaction mixture is stirred at ambient temperature for 24 hours and then concentrated under reduced pressure. Water and ethyl acetate are added and the resulting mixture is stirred for 30 minutes. The precipitate ... Starting materials: COC(=O)C1(C(=O)OC)CCCC1, CC(C)C[Al+]CC(C)C, [H-]. Product: COC(=O)C1(C=O)CCCC1. As a reaction SMILES: [C:1]1([C:6](=[O:7])[O:8][CH3:9])([C:10](=[O:11])[O:12][CH3:13])[CH2:2][CH2:3][CH2:4][CH2:5]1.[CH2:15]([Al+:16][CH2:17][CH:18]([CH3:19])[CH3:20])[CH:21]([CH3:22])[CH3:23].[H-:14]>>[C:1]1([C:6](=[O:7])[O:8][CH3:9])([CH:10]=[O:11])[CH2:2][CH2:3][CH2:4][CH2:5]1. Starting materials: N#CC1CN1, O=C(Cl)c1cc2ccccc2o1. Product: N#CC1CN1C(=O)c1cc2ccccc2o1. Reaction SMILES: [C:13](#[N:14])[CH:15]1[NH:16][CH2:17]1.[o:1]1[c:2]([C:10](=[O:11])[Cl:12])[cH:3][c:4]2[c:5]1[cH:6][cH:7][cH:8][cH:9]2>>[o:1]1[c:2]([C:10](=[O:11])[N:16]2[CH:15]([C:13]#[N:14])[CH2:17]2)[cH:3][c:4]2[c:5]1[cH:6][cH:7][cH:8][cH:9]2.